Dataset: the Open Reaction Database (ORD), a public repository of structured organic reaction records. Task: describe an organic reaction: reactants, conditions, products, and yield Starting materials: bromomethyl, Br.BrCC1=C(C2=C(N=C(N=C2N)N)N=C1)C (6-(bromomethyl)-2,4-diamino-5-methyl-pyrido[2,3-d]pyrimidine hydrobromide), C(CCC)P(CCCC)CCCC (tributylphosphine), C(CC)(=O)C1=CC=C(C(=O)OC)C=C1 (Methyl 4-(propionyl)benzoate), [H-].[Na+] (sodium hydride). Reaction conditions: temperature 21.5 celsius, time 44 hour. Product: NC=1N=C(C2=C(N1)N=CC(=C2C)CCC=CC2=CC=C(C(=O)OC)C=C2)N (Methyl 4-[[2-(2,4-Diamino-5-methylpyrido[2,3-d]-pyrimidin-6-yl)-1-ethyl]ethenyl]benzoate). RXN SMILES: Br.Br[CH2:3][C:4]1[CH:15]=[N:14][C:7]2[N:8]=[C:9]([NH2:13])[N:10]=[C:11]([NH2:12])[C:6]=2[C:5]=1[CH3:16].C(P(CCCC)CCCC)CCC.[C:30]([C:34]1[CH:43]=[CH:42][C:37]([C:38]([O:40][CH3:41])=[O:39])=[CH:36][CH:35]=1)(=O)[CH2:31][CH3:32].[H-].[Na+]>>[NH2:13][C:9]1[N:10]=[C:11]([NH2:12])[C:6]2[C:5]([CH3:16])=[C:4]([CH2:3][CH2:32][CH:31]=[CH:30][C:34]3[CH:43]=[CH:42][C:37]([C:38]([O:40][CH3:41])=[O:39])=[CH:36][CH:35]=3)[CH:15]=[N:14][C:7]=2[N:8]=1 |f:0.1,4.5|. Reported procedure: A solution of the bromomethyl compound 1 (3.13 g, 8.24 mmol) and tributylphosphine (5.00 g, 24.7 mmol) in Me2SO (200 mL) was kept 20 hours at 20°-23° C., then gradually warmed during 90 minutes to 55° C. for 30 minutes, and cooled to 20-23° C. Methyl 4-(propionyl)benzoate (1.58 g. 8.22 mmol) was then added, followed by sodium hydride (660 mg of 60% dispersion in oil, 16.5 mmol). Complete solution occurred readily. After 44 hours at 20°-23° C., the solution was heated at 70°-75° C. for 64 hours. ... The product is Cc1cc(C)c(CNC(=O)c2cc(Br)nc3c2cnn3C(C)c2ccccc2)c(=O)[nH]1. Reaction SMILES: [Br:1][c:2]1[cH:3][c:4]([C:11](=[O:12])[NH:13][CH2:14][c:15]2[c:16](=[O:23])[nH:17][c:18]([CH3:22])[cH:19][c:20]2[CH3:21])[c:5]2[c:6]([n:7]1)[nH:8][n:9][cH:10]2.[Br:30][CH:31]([CH3:32])[c:33]1[cH:34][cH:35][cH:36][cH:37][cH:38]1.[K+:24].[K+:25].[O-:26][C:27]([O-:28])=[O:29].[O:40]=[CH:41][N:42]([CH3:43])[CH3:44].[OH2:39]>>[Br:1][c:2]1[cH:3][c:4]([C:11](=[O:12])[NH:13][CH2:14][c:15]2[c:16](=[O:23])[nH:17][c:18]([CH3:22])[cH:19][c:20]2[CH3:21])[c:5]2[c:6]([n:7]1)[n:8]([CH:31]([CH3:32])[c:33]1[cH:34][cH:35][cH:36][cH:37][cH:38]1)[n:9][cH:10]2. Reactants: Cc1cc(C)c(CNC(=O)c2cc(Br)nc3[nH]ncc23)c(=O)[nH]1, CC(Br)c1ccccc1, [K+], [K+], O=C([O-])[O-], CN(C)C=O, O.